Dataset: the Open Reaction Database (ORD), a public repository of structured organic reaction records. Task: describe an organic reaction: reactants, conditions, products, and yield Reactants: CC[SiH](CC)CC, CCCC1CCC(c2cc(F)c(C(F)(F)F)c(Cl)c2)OC1=O, O, O=C(O)C(F)(F)F. Yields the product CCCC1CCC(c2cc(F)c(C(F)(F)F)c(Cl)c2)OC1. RXN SMILES: [CH2:23]([SiH:24]([CH2:25][CH3:26])[CH2:27][CH3:28])[CH3:29].[Cl:1][c:2]1[cH:3][c:4]([CH:13]2[CH2:14][CH2:15][CH:16]([CH2:20][CH2:21][CH3:22])[C:17](=[O:19])[O:18]2)[cH:5][c:6]([F:12])[c:7]1[C:8]([F:9])([F:10])[F:11].[OH2:37].[OH:30][C:31]([C:32]([F:33])([F:34])[F:35])=[O:36]>>[Cl:1][c:2]1[cH:3][c:4]([CH:13]2[CH2:14][CH2:15][CH:16]([CH2:20][CH2:21][CH3:22])[CH2:17][O:18]2)[cH:5][c:6]([F:12])[c:7]1[C:8]([F:9])([F:10])[F:11]. Starting materials: ClC(Cl)(Cl)Cl, COc1ccc2c(c1)C(C)C(=S)N2, O=C1CCC(=O)N1Cl. The product is COc1ccc2c(c1)C(C)(Cl)C(=S)N2. RXN SMILES: [C:22]([Cl:23])([Cl:24])([Cl:25])[Cl:26].[CH3:1][O:2][c:3]1[cH:4][c:5]2[c:9]([cH:10][cH:11]1)[NH:8][C:7](=[S:12])[CH:6]2[CH3:13].[Cl:14][N:15]1[C:16](=[O:17])[CH2:18][CH2:19][C:20]1=[O:21]>>[CH3:1][O:2][c:3]1[cH:4][c:5]2[c:9]([cH:10][cH:11]1)[NH:8][C:7](=[S:12])[C:6]2([CH3:13])[Cl:14]. Starting materials: C(=O)(C(F)(F)F)O (TFA), C(C)(C)(C)OC(=O)NC1=C(C(=CC=C1)OC)C (N-(tert-butyloxycarbonyl)-3-methoxy-2-methylaniline), C(=O)(C(F)(F)F)O (TFA). Solvent: ClCCl (dichloromethane). Reaction conditions: time 2 hour. Yields the product COC=1C(=C(N)C=CC1)C (3-methoxy-2-methylaniline). RXN SMILES: C(O)(C(F)(F)F)=O.C(OC([NH:15][C:16]1[CH:21]=[CH:20][CH:19]=[C:18]([O:22][CH3:23])[C:17]=1[CH3:24])=O)(C)(C)C>ClCCl>[CH3:23][O:22][C:18]1[C:17]([CH3:24])=[C:16]([CH:21]=[CH:20][CH:19]=1)[NH2:15]. Reported procedure: TFA (40.7 mL, 548 mmol) was added to a solution of N-(tert-butyloxycarbonyl)-3-methoxy-2-methylaniline, in dichloromethane (500 mL). After 2 h at room temperature, TFA (40.7 mL, 548 mmol) was added and the resulting mixture was stirred at room temperature overnight. Then, volatiles were evaporated. The residue was triturated with toluene (100 mL) and diisopropylether (250 mL), filtered off and washed with diisopropyl ether (100 mL) to give 56.3 g of the title product as a TFA salt: m/z=138 (M+H)... The reactants are O=c1c2scc(Br)c2ncn1O, CC(=O)Cl, CN1CCCC1=O, C1CCOC1, O, c1ccncc1. The product is CC(=O)On1cnc2c(Br)csc2c1=O. RXN SMILES: [Br:5][c:6]1[cH:7][s:8][c:9]2[c:10]1[n:11][cH:12][n:13]([OH:16])[c:14]2=[O:15].[CH3:1][C:2]([Cl:3])=[O:4].[CH3:29][N:30]1[CH2:31][CH2:32][CH2:33][C:34]1=[O:35].[O:18]1[CH2:19][CH2:20][CH2:21][CH2:22]1.[OH2:17].[cH:23]1[cH:24][cH:25][n:26][cH:27][cH:28]1>>[CH3:1][C:2](=[O:4])[O:16][n:13]1[cH:12][n:11][c:10]2[c:6]([Br:5])[cH:7][s:8][c:9]2[c:14]1=[O:15]. Reactants: C(C)O (ethanol), C(C1=CC=CC=C1)(=O)O (benzoic acid). Yields the product C1(=CC=CC=C1)O (phenol), C(C1=CC=CC=C1)(=O)OC1=CC=CC=C1 (Phenyl benzoate). Reaction SMILES: [C:1]([OH:9])(=[O:8])[C:2]1[CH:7]=[CH:6][CH:5]=[CH:4][CH:3]=1.[CH2:10]([OH:12])[CH3:11]>>[C:2]1([OH:12])[CH:7]=[CH:6][CH:5]=[CH:4][CH:3]=1.[C:1]([O:9][C:11]1[CH:10]=[CH:4][CH:3]=[CH:2][CH:1]=1)(=[O:8])[C:2]1[CH:7]=[CH:6][CH:5]=[CH:4][CH:3]=1. Procedure details: Following Example 11 but replacing the 1-(H)-tetrazolylacetic acid with benzoic acid, 1.95 g (1.6 cmoles) and the ethanol with phenol, 1.51 g (1.6 cmoles) the ester of the title was obtained with a yield of 94% (2.98 g), m.p.=68°-70° C. IR spectrum: band at 1730 cm-1. Starting materials: C=C1C(N[C@@H](CSCCCCCCC1)C(=O)O)=O ((3R)-6-Methylidene-5-oxo-1-thia-4-azacyclotridecane-3-carboxylic acid), C(C)O (ethanol). Run at time 8 hour. Yields the product C=C1C(N[C@@H](CSCCCCCCC1)C(=O)OCC)=O (ethyl (3R)-6-methylidene-5-oxo-1-thia-4-azacyclotridecane-3-carboxylate). RXN SMILES: [CH2:1]=[C:2]1[CH2:14][CH2:13][CH2:12][CH2:11][CH2:10][CH2:9][CH2:8][S:7][CH2:6][C@@H:5]([C:15]([OH:17])=[O:16])[NH:4][C:3]1=[O:18].[CH2:19](O)[CH3:20]>>[CH2:1]=[C:2]1[CH2:14][CH2:13][CH2:12][CH2:11][CH2:10][CH2:9][CH2:8][S:7][CH2:6][C@@H:5]([C:15]([O:17][CH2:19][CH3:20])=[O:16])[NH:4][C:3]1=[O:18]. Procedure details: (3R)-6-Methylidene-5-oxo-1-thia-4-azacyclotridecane-3-carboxylic acid (0.16 g), 0.62 mmol) is dissolved in ethanol (5 ml) and hydrogen chloride gas is bubbled through the solution for 5 minutes. The solution is stirred overnight at room temperature and the solvent is evaporated to give ethyl (3R)-6-methylidene-5-oxo-1-thia-4-azacyclotridecane-3-carboxylate, m.p. 146°-147° C.